From a dataset of the Open Reaction Database (ORD), a public repository of structured organic reaction records. describe an organic reaction: reactants, conditions, products, and yield Starting materials: C(=O)(OC(C)(C)C)N[C@@H](C(C)(C)C)C(=O)O (Boc-tert-leucine), C(Cl)Cl (CH2Cl2), C(C1=CC=CC=C1)O (benzyl alcohol), C(CCl)Cl (EDC). Reagents/catalysts: CN(C1=CC=NC=C1)C (4-dimethylaminopyridine). Run in C(C)OCC (diethyl ether). Reaction conditions: time 3 hour. Yields the product C(C)(C)(C)OC(=O)N[C@@H](C(=O)OCC1=CC=CC=C1)C(C)(C)C ((R)-benzyl 2-(tert-butoxycarbonylamino)-3,3-dimethylbutanoate). Reaction SMILES: [C:1]([NH:8][C@H:9]([C:14]([OH:16])=[O:15])[C:10]([CH3:13])([CH3:12])[CH3:11])([O:3][C:4]([CH3:7])([CH3:6])[CH3:5])=[O:2].C(Cl)Cl.[CH2:20](O)[C:21]1[CH:26]=[CH:25][CH:24]=[CH:23][CH:22]=1.C(Cl)CCl>CN(C)C1C=CN=CC=1.C(OCC)C>[C:4]([O:3][C:1]([NH:8][C@H:9]([C:10]([CH3:13])([CH3:12])[CH3:11])[C:14]([O:16][CH2:20][C:21]1[CH:26]=[CH:25][CH:24]=[CH:23][CH:22]=1)=[O:15])=[O:2])([CH3:6])([CH3:7])[CH3:5]. Reported procedure: A 2-dram vial containing a small stirbar was charged with Boc-tert-leucine (10a) (10 mg, 0.04 mmol), CH2Cl2 (1 mL), 4-dimethylaminopyridine (2 mg, 0.02 mmol, 0.5 equiv), benzyl alcohol (20 μL, 0.2 mmol, 5 equiv), and EDC (20 mg, 0.1 mmol, 2.5 equiv). The solution was stirred at room temperature for 3 h, and then diluted with 10 mL of diethyl ether. The mixture was washed with water (2×10 mL), saturated aqueous NaHCO3 (10 mL), and brine (10 mL). The organic layer was dried over Na2SO4 and concent... The reactants are N#CC1=C(C#N)C(=O)C(Cl)=C(Cl)C1=O, CC1CC2C3CC(F)C4=CC(=O)CCC4(C)C3CCC2(C)C1C(=O)C(=O)O, c1ccccc1. The product is CC1CC2C3CC(F)C4=CC(=O)C=CC4(C)C3CCC2(C)C1C(=O)C(=O)O. As a reaction SMILES: [Cl:28][C:29]1=[C:40]([Cl:41])[C:38](=[O:39])[C:35]([C:36]#[N:37])=[C:32]([C:33]#[N:34])[C:30]1=[O:31].[F:1][CH:2]1[CH2:3][CH:4]2[CH:5]3[CH2:6][CH:7]([CH3:27])[CH:8]([C:9]([C:10](=[O:11])[OH:12])=[O:13])[C:14]3([CH3:26])[CH2:15][CH2:16][CH:17]2[C:18]2([CH3:25])[CH2:19][CH2:20][C:21](=[O:24])[CH:22]=[C:23]12.[cH:42]1[cH:43][cH:44][cH:45][cH:46][cH:47]1>>[F:1][CH:2]1[CH2:3][CH:4]2[CH:5]3[CH2:6][CH:7]([CH3:27])[CH:8]([C:9]([C:10](=[O:11])[OH:12])=[O:13])[C:14]3([CH3:26])[CH2:15][CH2:16][CH:17]2[C:18]2([CH3:25])[CH:19]=[CH:20][C:21](=[O:24])[CH:22]=[C:23]12. Reactants: B (borane), C(=O)(O)C1=C(C=CC(=C1)C(=O)O)C=1N=C(SC1C)N(CCC)C(C1=CC=CC=C1)C1CC1 (4-(2,4-dicarboxyphenyl)-5-methyl-2-[N-(α-cyclopropylbenzyl)-N-propylamino]thiazole), C([O-])([O-])=O.[K+].[K+] (potassium carbonate), mixture, CO (methanol). Run in O1CCCC1 (tetrahydrofuran), O1CCCC1 (tetrahydrofuran), O (water). Reaction conditions: temperature 60 celsius, time 8 hour. Yields the product OCC1=C(C=CC(=C1)CO)C=1N=C(SC1C)N(CCC)C(C1=CC=CC=C1)C1CC1 (4-(2,4-dihydroxymethylphenyl)-5-methyl-2-[N-(α-cycloproplybenzyl)-N-propylamino]thiazole). RXN SMILES: [C:1]([C:4]1[CH:9]=[C:8]([C:10](O)=[O:11])[CH:7]=[CH:6][C:5]=1[C:13]1[N:14]=[C:15]([N:19]([CH:23]([CH:30]2[CH2:32][CH2:31]2)[C:24]2[CH:29]=[CH:28][CH:27]=[CH:26][CH:25]=2)[CH2:20][CH2:21][CH3:22])[S:16][C:17]=1[CH3:18])(O)=[O:2].B.C(=O)([O-])[O-].[K+].[K+].CO>O1CCCC1.O>[OH:2][CH2:1][C:4]1[CH:9]=[C:8]([CH2:10][OH:11])[CH:7]=[CH:6][C:5]=1[C:13]1[N:14]=[C:15]([N:19]([CH:23]([CH:30]2[CH2:31][CH2:32]2)[C:24]2[CH:29]=[CH:28][CH:27]=[CH:26][CH:25]=2)[CH2:20][CH2:21][CH3:22])[S:16][C:17]=1[CH3:18] |f:2.3.4|. Reported procedure: 1 g of the compound obtained in Step A is dissolved in 20 ml of anhydrous tetrahydrofuran, followed, at -7° C., by addition of 5 ml of 1M borane solution in tetrahydrofuran, and the mixture is stirred overnight. 0.5 g of potassium carbonate and 10 ml of a mixture of methanol and water (1:1 v/v) are then added. The mixture is maintained at 60° C. for 2 hours and then cooled and evaporated under vacuum. The residue is taken up in water and extracted with ethyl ether, and the organic phase is washe... Reactants: C1(=CC=CC=C1)C(N1N=NN=C1C1=C(C=CC=C1)C1=CC=C(C=C1)CBr)(C1=CC=CC=C1)C1=CC=CC=C1 (N-triphenylmethyl 5-[4'-(bromomethyl)biphenyl-2yl]tetrazole), C(#N)C1=C(N=C(N1)CCC)N1C(=CC=C1)C(C(F)(F)F)=O (5-Cyano-4-[2-(1-oxo-2,2,2-trifluoroethyl)-1H-pyrrol-1-yl]-2-propylimidazole), CN(C=O)C (N,N-dimethylformamide), C(=O)([O-])[O-].[K+].[K+] (K2CO3). Solvent: C(C)(=O)OCC (Ethyl acetate). The product is C(#N)C1=C(N=C(N1CC1=CC=C(C=C1)C1=C(C=CC=C1)C1=NN=NN1)CCC)N1C(=CC=C1)C(C(F)(F)F)=O (5-Cyano-4-[2-(1-oxo-2,2,2-trifluoroethyl)-1H-pyrrol-1-yl]-2-propyl-1-[(2'-(1H-tetrazol-5-yl)biphen-4-yl)methyl]-1H-imidazole). As a reaction SMILES: C1(C(C2C=CC=CC=2)(C2C=CC=CC=2)[N:8]2[C:12]([C:13]3[CH:18]=[CH:17][CH:16]=[CH:15][C:14]=3[C:19]3[CH:24]=[CH:23][C:22]([CH2:25]Br)=[CH:21][CH:20]=3)=[N:11][N:10]=[N:9]2)C=CC=CC=1.[C:39]([C:41]1[NH:45][C:44]([CH2:46][CH2:47][CH3:48])=[N:43][C:42]=1[N:49]1[CH:53]=[CH:52][CH:51]=[C:50]1[C:54](=[O:59])[C:55]([F:58])([F:57])[F:56])#[N:40].CN(C)C=O.C([O-])([O-])=O.[K+].[K+]>C(OCC)(=O)C>[C:39]([C:41]1[N:45]([CH2:25][C:22]2[CH:23]=[CH:24][C:19]([C:14]3[CH:15]=[CH:16][CH:17]=[CH:18][C:13]=3[C:12]3[NH:8][N:9]=[N:10][N:11]=3)=[CH:20][CH:21]=2)[C:44]([CH2:46][CH2:47][CH3:48])=[N:43][C:42]=1[N:49]1[CH:53]=[CH:52][CH:51]=[C:50]1[C:54](=[O:59])[C:55]([F:58])([F:56])[F:57])#[N:40] |f:3.4.5|. Procedure: N-triphenylmethyl 5-[4'-(bromomethyl)biphenyl-2yl]tetrazole (Example 26, 2.1 g), 5-cyano-4-[2-(1-oxo-2,2,2-trifluoroethyl)-1H-pyrrol-1-yl]-2-propylimidazole (Example 26, 0.89 g), N,N-dimethylformamide (10 mL), and anhydrous K2CO3 (0.5 g) were stirred at room temperature under nitrogen atmosphere for 24 hours. Ethyl acetate (50 mL) was added and inorganic solids were removed by filtration. The filtrate was evaporated at reduced pressure and the major product was isolated by flash chromatography o... Reactants: Cl.ON (hydroxy-amine hydrochloride), NC1=C(C(=NC=N1)OC1=CC(=C(C=C1)NC(=O)NCC)Cl)C=O (1-[4-(6-amino-5-formyl-pyrimidin-4-yloxy)-2-chloro-phenyl]-3-ethyl-urea), 26b. Product: NC1=C(C(=NC=N1)OC1=CC(=C(C=C1)NC(=O)NCC)Cl)C=NO (1-{4-[6-amino-5-(hydroxyimino-methyl)-pyrimidin-4-yloxy]-2-chloro-phenyl}-3-ethyl-urea), 27a. RXN SMILES: [NH2:1][C:2]1[N:7]=[CH:6][N:5]=[C:4]([O:8][C:9]2[CH:14]=[CH:13][C:12]([NH:15][C:16]([NH:18][CH2:19][CH3:20])=[O:17])=[C:11]([Cl:21])[CH:10]=2)[C:3]=1[CH:22]=O.Cl.[OH:25][NH2:26]>>[NH2:1][C:2]1[N:7]=[CH:6][N:5]=[C:4]([O:8][C:9]2[CH:14]=[CH:13][C:12]([NH:15][C:16]([NH:18][CH2:19][CH3:20])=[O:17])=[C:11]([Cl:21])[CH:10]=2)[C:3]=1[CH:22]=[N:26][OH:25] |f:1.2|. Procedure: Using the procedure for Example 1, 1-[4-(6-amino-5-formyl-pyrimidin-4-yloxy)-2-chloro-phenyl]-3-ethyl-urea Compound 26b was reacted with hydroxy-amine hydrochloride to provide 1-{4-[6-amino-5-(hydroxyimino-methyl)-pyrimidin-4-yloxy]-2-chloro-phenyl}-3-ethyl-urea Compound 27a. Starting materials: CCCC(=O)c1cnc2c(OCCCSC)cccc2c1Cl, Cc1ccccc1, Nc1ccccc1Cl. The product is CCCC(=O)c1cnc2c(OCCCSC)cccc2c1Nc1ccccc1Cl. RXN SMILES: [C:1]([CH2:2][CH2:3][CH3:4])(=[O:5])[c:6]1[cH:7][n:8][c:9]2[c:10]([O:17][CH2:18][CH2:19][CH2:20][S:21][CH3:22])[cH:11][cH:12][cH:13][c:14]2[c:15]1[Cl:16].[CH3:31][c:32]1[cH:33][cH:34][cH:35][cH:36][cH:37]1.[Cl:23][c:24]1[c:25]([NH2:26])[cH:27][cH:28][cH:29][cH:30]1>>[C:1]([CH2:2][CH2:3][CH3:4])(=[O:5])[c:6]1[cH:7][n:8][c:9]2[c:10]([O:17][CH2:18][CH2:19][CH2:20][S:21][CH3:22])[cH:11][cH:12][cH:13][c:14]2[c:15]1[NH:26][c:25]1[c:24]([Cl:23])[cH:30][cH:29][cH:28][cH:27]1.